From a dataset of the Open Reaction Database (ORD), a public repository of structured organic reaction records. describe an organic reaction: reactants, conditions, products, and yield The reactants are BrC1=C(C(=CC=C1)[N+](=O)[O-])OC (1-bromo-2-methoxy-3-nitro-benzene), C(=O)(O)C=1C=C(C=CC1)B(O)O (3-carboxyphenylboronic acid). The reagents and catalysts are C=1C=CC(=CC1)[P](C=2C=CC=CC2)(C=3C=CC=CC3)[Pd]([P](C=4C=CC=CC4)(C=5C=CC=CC5)C=6C=CC=CC6)([P](C=7C=CC=CC7)(C=8C=CC=CC8)C=9C=CC=CC9)[P](C=1C=CC=CC1)(C=1C=CC=CC1)C=1C=CC=CC1 (tetrakis(triphenylphosphine)palladium). Run in C([O-])([O-])=O.[Na+].[Na+] (sodium carbonate), O1CCOCC1 (1,4-dioxane). Run at temperature 105 celsius. Product: COC1=C(C=CC=C1[N+](=O)[O-])C1=CC(=CC=C1)C(=O)O (2′-methoxy-3′-nitro-biphenyl-3-carboxylic acid). The yield is 197.4%. As a reaction SMILES: Br[C:2]1[CH:7]=[CH:6][CH:5]=[C:4]([N+:8]([O-:10])=[O:9])[C:3]=1[O:11][CH3:12].[C:13]([C:16]1[CH:17]=[C:18](B(O)O)[CH:19]=[CH:20][CH:21]=1)([OH:15])=[O:14]>C(=O)([O-])[O-].[Na+].[Na+].O1CCOCC1.C1C=CC([P]([Pd]([P](C2C=CC=CC=2)(C2C=CC=CC=2)C2C=CC=CC=2)([P](C2C=CC=CC=2)(C2C=CC=CC=2)C2C=CC=CC=2)[P](C2C=CC=CC=2)(C2C=CC=CC=2)C2C=CC=CC=2)(C2C=CC=CC=2)C2C=CC=CC=2)=CC=1>[CH3:12][O:11][C:3]1[C:4]([N+:8]([O-:10])=[O:9])=[CH:5][CH:6]=[CH:7][C:2]=1[C:20]1[CH:19]=[CH:18][CH:17]=[C:16]([C:13]([OH:15])=[O:14])[CH:21]=1 |f:2.3.4,^1:40,42,61,80|. Procedure details: 1-Bromo-2-methoxy-3-nitro-benzene 1c (23.25 g, 0.10 mol), 3-carboxyphenylboronic acid (19.5 g, 117 mmol) and tetrakis(triphenylphosphine)palladium (8.86 g, 7.7 mol) were dissolved in a solvent mixture of 100 mL of 2 M sodium carbonate solution and 500 mL of 1,4-dioxane. The reaction mixture was heated to reflux at 105° C. for 43 hours. The mixture was concentrated under reduced pressure and then 300 mL of 6 N hydrochloric acid and 400 mL of ethyl acetate were added. The aqueous layer was extract... Reactants: COC(=O)NN (hydrazinecarboxylic acid methyl ester), CN(CCC1=CNC2=CC=C(C=C12)C=O)C (3-(2-Dimethylamino-ethyl)-1H-indole-5-carbaldehyde). The solvent is CO (methanol). Product: COC(=O)NN=CC=1C=C2C(=CNC2=CC1)CCN(C)C (N′-[3-(2-Dimethylamino-ethyl)-1H-indol-5-ylmethylene]hydrazine-carboxylic acid methyl ester). Yield: 104.0%. RXN SMILES: [CH3:1][O:2][C:3]([NH:5][NH2:6])=[O:4].[CH3:7][N:8]([CH3:22])[CH2:9][CH2:10][C:11]1[C:19]2[C:14](=[CH:15][CH:16]=[C:17]([CH:20]=O)[CH:18]=2)[NH:13][CH:12]=1>CO>[CH3:1][O:2][C:3]([NH:5][N:6]=[CH:20][C:17]1[CH:18]=[C:19]2[C:14](=[CH:15][CH:16]=1)[NH:13][CH:12]=[C:11]2[CH2:10][CH2:9][N:8]([CH3:22])[CH3:7])=[O:4]. Procedure details: To a solution of hydrazinecarboxylic acid methyl ester (0.90 g, 10 mmol) in methanol (10 ml) is added 3-(2-Dimethylamino-ethyl)-1H-indole-5-carbaldehyde (2.16 g, 10 mmol), and the mixture obtained is heated at reflux for 20 hours. After removal of the solvent, a yellow oil (3.0 g) is obtained, which is chromatographed on silica (chloroform:methanol 9:1 v:v to 4:1 v:v) to give 1.6 g (55.4%) of the product as a colourless foam. 1H-NMR (CDCl3, 300 MHz) δ 2.26 (s, 6H, N(CH3)2); 2.57, 2.84 (2 m, 2H e... Reactants: CC(C)=O, C=Cc1ccccc1CCl, [I-], [Na+], O. The product is C=Cc1ccccc1CI. Reaction SMILES: [CH3:14][C:15](=[O:16])[CH3:17].[Cl:1][CH2:2][c:3]1[c:4]([CH:9]=[CH2:10])[cH:5][cH:6][cH:7][cH:8]1.[I-:12].[Na+:11].[OH2:13]>>[CH2:2]([c:3]1[c:4]([CH:9]=[CH2:10])[cH:5][cH:6][cH:7][cH:8]1)[I:12]. The reactants are CCN(C(C)C)C(C)C (Hunig base), Intermediate 1, BrC1=CC=C(C=C1)S(=O)(=O)Cl (4-Bromo-benzenesulfonyl chloride), N[C@H](C(C)C)C(=O)OC (H-D-Val-OMe). Run in ClCCl (dichloromethane), C(Cl)Cl (methylene chloride). Conditions: temperature 0 celsius, time 8 hour. The product is COC(C(C(C)C)NS(=O)(=O)C1=CC=C(C=C1)Br)=O (2-(4-Bromo-benzenesulfonylamino)-3-methyl-butyric acid methyl ester). The yield is 96.0%. RXN SMILES: [Br:1][C:2]1[CH:7]=[CH:6][C:5]([S:8](Cl)(=[O:10])=[O:9])=[CH:4][CH:3]=1.[NH2:12][C@@H:13]([C:17]([O:19][CH3:20])=[O:18])[CH:14]([CH3:16])[CH3:15].CCN(C(C)C)C(C)C>ClCCl>[CH3:20][O:19][C:17](=[O:18])[CH:13]([NH:12][S:8]([C:5]1[CH:6]=[CH:7][C:2]([Br:1])=[CH:3][CH:4]=1)(=[O:10])=[O:9])[CH:14]([CH3:16])[CH3:15]. Procedure: Step 1A [Intermediate 1] To a dry round-bottom flask was added 4-Bromo-benzenesulfonyl chloride (12.2 g, 47.7 mmol, 1 equiv.), anhydrous methylene chloride (170 mL), and H-D-Val-OMe (8.0 g, 47.7 mmol, 1 equiv.). The mixture was cooled to 0° C. in an ice bath followed by the addition of Hunig base (19.11 mL, 109.7 mmol, 2.3 equiv.). The reaction mixture was allowed to warm to room temperature and was stirred overnight. Reaction was complete as determined by TLC. The reaction mixture was then dilu... RXN SMILES: [BH4-:35].[C:1]([CH3:2])([CH3:3])([CH3:4])[O:5][C:6](=[O:7])[N:8]1[CH2:9][CH2:10][CH:11]([O:14][c:15]2[c:16]([C:31](=[O:32])[O:33][CH3:34])[n:17][n:18](-[c:22]3[cH:23][c:24]([F:30])[c:25]([C:28]#[N:29])[cH:26][cH:27]3)[c:19](=[O:21])[cH:20]2)[CH2:12][CH2:13]1.[CH2:44]1[O:45][CH2:46][CH2:47][CH2:48]1.[CH3:37][CH2:38][O:39][C:40]([CH3:41])=[O:42].[CH3:49][OH:50].[Na+:36].[OH2:43]>>[C:1]([CH3:2])([CH3:3])([CH3:4])[O:5][C:6](=[O:7])[N:8]1[CH2:9][CH2:10][CH:11]([O:14][c:15]2[c:16]([CH2:31][OH:32])[n:17][n:18](-[c:22]3[cH:23][c:24]([F:30])[c:25]([C:28]#[N:29])[cH:26][cH:27]3)[c:19](=[O:21])[cH:20]2)[CH2:12][CH2:13]1. Reactants: [BH4-], COC(=O)c1nn(-c2ccc(C#N)c(F)c2)c(=O)cc1OC1CCN(C(=O)OC(C)(C)C)CC1, C1CCOC1, CCOC(C)=O, CO, [Na+], O. Product: CC(C)(C)OC(=O)N1CCC(Oc2cc(=O)n(-c3ccc(C#N)c(F)c3)nc2CO)CC1. Reactants: [N+](=O)([O-])C=1C=C(C=CC1NCCSC1=CC=CC=C1)S(=O)(=O)NC(C1=CC=C(C=C1)N1CCNCC1)=O (3-nitro-4-((2-(phenylthio)ethyl)amino)-N-(4-piperazin-1-ylbenzoyl)benzenesulfonamide), ClC(=O)OCCOC (2-methoxyethyl chloroformate). Run in N1=CC=CC=C1 (pyridine), C(C)N(CC)CC (triethylamine). Reaction conditions: time 18 hour. Yields the product [N+](=O)([O-])C=1C=C(C=CC1NCCSC1=CC=CC=C1)S(=O)(=O)NC(=O)C1=CC=C(C=C1)N1CCN(CC1)C(=O)OCCOC (2-methoxyethyl 4-(4-((((3-nitro-4-((2-(phenylthio)ethyl)amino)phenyl)sulfonyl)amino)carbonyl)phenyl)piperazine-1-carboxylate). As a reaction SMILES: [N+:1]([C:4]1[CH:5]=[C:6]([S:20]([NH:23][C:24](=[O:37])[C:25]2[CH:30]=[CH:29][C:28]([N:31]3[CH2:36][CH2:35][NH:34][CH2:33][CH2:32]3)=[CH:27][CH:26]=2)(=[O:22])=[O:21])[CH:7]=[CH:8][C:9]=1[NH:10][CH2:11][CH2:12][S:13][C:14]1[CH:19]=[CH:18][CH:17]=[CH:16][CH:15]=1)([O-:3])=[O:2].Cl[C:39]([O:41][CH2:42][CH2:43][O:44][CH3:45])=[O:40]>N1C=CC=CC=1.C(N(CC)CC)C>[N+:1]([C:4]1[CH:5]=[C:6]([S:20]([NH:23][C:24]([C:25]2[CH:30]=[CH:29][C:28]([N:31]3[CH2:36][CH2:35][N:34]([C:39]([O:41][CH2:42][CH2:43][O:44][CH3:45])=[O:40])[CH2:33][CH2:32]3)=[CH:27][CH:26]=2)=[O:37])(=[O:21])=[O:22])[CH:7]=[CH:8][C:9]=1[NH:10][CH2:11][CH2:12][S:13][C:14]1[CH:15]=[CH:16][CH:17]=[CH:18][CH:19]=1)([O-:3])=[O:2]. Procedure details: A solution of Example 173A (54.1 mg, 0.1 mmol) in pyridine (2 mL) and triethylamine (1 mL) at room temperature was treated with 2-methoxyethyl chloroformate (0.2 mmol), stirred for 18 hours, and concentrated. The concentrate was purified by flash column chromatography on silica gel with 0-5% methanol/dichloromethane) to provide the desired product. MS (ESI(−)) m/e 642 (M−H)−; 1H NMR (300 MHz, DMSO-d6) δ8.66 (t, 1H), 8.55 (d, 1H), 7.89 (dd, 1H), 7.75 (d, 2H), 7.30-7.40 (m, 2H), 7.31-7.25 (m, 2H),... Reactants: C(CCCCCCCCCCCCCCC)(=O)OCC(O)CO (1-palmitoyl-glycerol), N1C=NC=C1 (imidazole), [Si](C)(C)(C(C)(C)C)Cl (t-butyl-dimethylsilylchloride). The solvent is ClCCl (dichloromethane). Run at temperature 0 celsius, time 2 hour. Product: C(CCCCCCCCCCCCCCC)(=O)OCC(O)CO[Si](C)(C)C(C)(C)C (1-palmitoyl-3-t-butyldimethylsilyl-glycerol). Isolated yield 100.0%. RXN SMILES: [C:1]([O:18][CH2:19][CH:20]([CH2:22][OH:23])[OH:21])(=[O:17])[CH2:2][CH2:3][CH2:4][CH2:5][CH2:6][CH2:7][CH2:8][CH2:9][CH2:10][CH2:11][CH2:12][CH2:13][CH2:14][CH2:15][CH3:16].N1C=CN=C1.[Si:29](Cl)([C:32]([CH3:35])([CH3:34])[CH3:33])([CH3:31])[CH3:30]>ClCCl>[C:1]([O:18][CH2:19][CH:20]([CH2:22][O:23][Si:29]([C:32]([CH3:35])([CH3:34])[CH3:33])([CH3:31])[CH3:30])[OH:21])(=[O:17])[CH2:2][CH2:3][CH2:4][CH2:5][CH2:6][CH2:7][CH2:8][CH2:9][CH2:10][CH2:11][CH2:12][CH2:13][CH2:14][CH2:15][CH3:16]. Procedure: 1-palmitoyl-glycerol (33.0 g), dichloromethane (330 ml) and imidazole (13.6 g) were added into 1 L reactor, and the reaction mixture was cooled to 0° C. Then, t-butyl-dimethylsilylchloride (18.0 g) was added, and the reaction mixture was stirred for 2 hours. After filtering the reaction mixture, the solvent was removed by distillation under reduced pressure, and purified water (165 ml) and heptane (150 ml) were added for an extraction. The separated organic layer was extracted with purified wate... Reactants: C(C)(C)N(CC[C@H](C1=CC=CC=C1)C1=C(C=CC(=C1)C)O)C(C)C (2-[(1R)-3-(diisopropylamino)-1-phenylpropyl]-4-methylphenol), C(CCC)(=O)Cl (butyryl chloride), CCOCC (Ether). Yields the product C(CCC)(=O)OC1=C(C=C(C=C1)C)[C@H](CCN(C(C)C)C(C)C)C1=CC=CC=C1 (2-[(1R)-3-(diisopropylamino)-1-phenylpropyl]-4-methylphenyl butyrate). RXN SMILES: [CH:1]([N:4]([CH:22]([CH3:24])[CH3:23])[CH2:5][CH2:6][C@@H:7]([C:14]1[CH:19]=[C:18]([CH3:20])[CH:17]=[CH:16][C:15]=1[OH:21])[C:8]1[CH:13]=[CH:12][CH:11]=[CH:10][CH:9]=1)([CH3:3])[CH3:2].CCOCC.[C:30](Cl)(=[O:34])[CH2:31][CH2:32][CH3:33]>>[C:30]([O:21][C:15]1[CH:16]=[CH:17][C:18]([CH3:20])=[CH:19][C:14]=1[C@@H:7]([C:8]1[CH:13]=[CH:12][CH:11]=[CH:10][CH:9]=1)[CH2:6][CH2:5][N:4]([CH:1]([CH3:3])[CH3:2])[CH:22]([CH3:24])[CH3:23])(=[O:34])[CH2:31][CH2:32][CH3:33]. Procedure: A solution of 2-[(1R)-3-(diisopropylamino)-1-phenylpropyl]-4-methylphenol (1.0 g) in butyryl chloride (5 ml) is heated under reflux for 90 min. Ether is added, and the precipitate of 2-[(1R)-3-(diisopropylamino)-1-phenylpropyl]-4-methylphenyl butyrate hydrochloride is filtered off; mp 116-119° C. Anal Calcd for C26H37NO2.HCl: C, 72.28; H, 8.86; Cl, 8.21; N, 3.24. Found: C, 72.25; H, 8.71; Cl, 8.17; N, 3.25. [α]D (c=1, MeOH) +20°. Starting materials: C(CC)C1=CC=C(C=C1)S(=O)(=O)Cl (4n-propylbenzenesulphonyl chloride), N1=CC=CC=C1 (pyridine), C(=O)(O)[O-].[Na+] (NaHCO3), NC=1C=C2C=CC=NC2=CC1 (6-aminoquinoline). Solvent: ClCCl (dichloromethane). Run at time 5 minute. Yields the product C(CC)C1=CC=C(C=C1)S(=O)(=O)NC=1C=C2C=CC=NC2=CC1 (4-propyl-N-quinolin-6-yl-benzenesulfonamide). The yield is 92.7%. Reaction SMILES: [CH2:1]([C:4]1[CH:9]=[CH:8][C:7]([S:10](Cl)(=[O:12])=[O:11])=[CH:6][CH:5]=1)[CH2:2][CH3:3].N1C=CC=CC=1.[NH2:20][C:21]1[CH:22]=[C:23]2[C:28](=[CH:29][CH:30]=1)[N:27]=[CH:26][CH:25]=[CH:24]2.C([O-])(O)=O.[Na+]>ClCCl>[CH2:1]([C:4]1[CH:9]=[CH:8][C:7]([S:10]([NH:20][C:21]2[CH:22]=[C:23]3[C:28](=[CH:29][CH:30]=2)[N:27]=[CH:26][CH:25]=[CH:24]3)(=[O:12])=[O:11])=[CH:6][CH:5]=1)[CH2:2][CH3:3] |f:3.4|. Procedure: To a solution of 4n-propylbenzenesulphonyl chloride (159 mg, 0.728 mmol) in dichloromethane (4 mL) was added pyridine (140 μL, 1.74 mmol) and the mixture was stirred under N2 for 5 min, after which time 6-aminoquinoline (100 mg, 0.694 mmol) was added. The resulting mixture was stirred for 2 h at room temperature, then saturated NaHCO3 solution (10 mL) was added and the mixture was extracted into ethyl acetate (20 mL). The organic phase was washed with brine, dried (Na2SO4), filtered and evaporat...